From a dataset of the Open Reaction Database (ORD), a public repository of structured organic reaction records. describe an organic reaction: reactants, conditions, products, and yield Starting materials: BrCC=1SC(SC1CBr)=S (4,5-bis(bromomethyl)-1,3-dithiol-2-thione), 1-3, C1(C=CC(C=C1)=O)=O (p-benzoquinone), ClC1=C(C(C(=C(C1=O)C#N)C#N)=O)Cl (dichloro dicyano benzoquinone), resultant mixture. The reagents and catalysts are [I-].C(C)[N+](CC)(CC)CC (tetraethylammonium iodide). Solvent: C(C)#N (acetonitrile). Yields the product S=C1SC2=C(S1)C=C1C(C=CC(C1=C2)=O)=O (2-thioxonaphth[2,3-d] [1,3]dithiol-5,8-dione). The yield is 78.0%. RXN SMILES: Br[CH2:2][C:3]1[S:4][C:5](=[S:10])[S:6][C:7]=1[CH2:8]Br.[C:11]1(=[O:18])[CH:16]=[CH:15][C:14](=[O:17])[CH:13]=[CH:12]1.ClC1C(=O)C(C#N)=C(C#N)C(=O)C=1Cl>[I-].C([N+](CC)(CC)CC)C.C(#N)C>[S:10]=[C:5]1[S:4][C:3]2[CH:2]=[C:12]3[C:13](=[CH:8][C:7]=2[S:6]1)[C:14](=[O:17])[CH:15]=[CH:16][C:11]3=[O:18] |f:3.4|. Reported procedure: In a vessel, the 4,5-bis(bromomethyl)-1,3-dithiol-2-thione: 1-3 (1.10 g), tetraethylammonium iodide (0.38 g), p-benzoquinone (2.77 g), and acetonitrile (60 mL) were charged, and then refluxed for 1 hour. Thereafter, dichloro dicyano benzoquinone (1.62 g) was added in the resultant mixture, and then refluxed for 7 hours. After completion of the reflux, the solvent was distilled away, and methanol was added in the vessel, and then the precipitate was recovered through filtration. The precipitate w... The reactants are FC=1C=C2N=CC(=NC2=CC1F)N1CC2CNCC2C1 (6,7-Difluoro-2-(hexahydropyrrolo[3,4-c]pyrrol-2(1H)-yl)quinoxaline), FC=1C(=C(C(=O)O)C=CC1)N1N=CC=N1 (3-fluoro-2-(2H-1,2,3-triazol-2-yl)benzoic acid). Procedure details: The title compound was prepared in a manner analogous to Example 15, utilizing Intermediate 44 and 3-fluoro-2-(2H-1,2,3-triazol-2-yl)benzoic acid. MS (ESI): mass calculated for C23H18F3N7O, 465.15; m/z found 466.1 [M+H]+. 1H NMR (500 MHz, CDCl3): 8.28 (s, 1H), 7.75 (d, J=20.8, 2H), 7.65 (dd, J=10.6, 8.4, 1H), 7.50 (tt, J=9.6, 4.8, 1H), 7.43 (dd, J=11.4, 8.0, 1H), 7.39-7.31 (m, 1H), 7.25 (dd, J=12.5, 4.9, 1H), 4.00-3.86 (m, 1H), 3.81 (dd, J=10.0, 5.6, 2H), 3.66-3.49 (m, 4H), 3.32-3.16 (m, 3H). Product: FC=1C=C2N=CC(=NC2=CC1F)N1CC2C(C1)CN(C2)C(=O)C2=C(C(=CC=C2)F)N2N=CC=N2 ((5-(6,7-Difluoroquinoxalin-2-yl)hexahydropyrrolo[3,4-c]pyrrol-2(1H)-yl)(3-fluoro-2-(2H-1,2,3-triazol-2-yl)phenyl)methanone). RXN SMILES: [F:1][C:2]1[CH:3]=[C:4]2[C:9](=[CH:10][C:11]=1[F:12])[N:8]=[C:7]([N:13]1[CH2:20][CH:19]3[CH:15]([CH2:16][NH:17][CH2:18]3)[CH2:14]1)[CH:6]=[N:5]2.[F:21][C:22]1[C:23]([N:31]2[N:35]=[CH:34][CH:33]=[N:32]2)=[C:24]([CH:28]=[CH:29][CH:30]=1)[C:25](O)=[O:26]>>[F:1][C:2]1[CH:3]=[C:4]2[C:9](=[CH:10][C:11]=1[F:12])[N:8]=[C:7]([N:13]1[CH2:14][CH:15]3[CH2:16][N:17]([C:25]([C:24]4[CH:28]=[CH:29][CH:30]=[C:22]([F:21])[C:23]=4[N:31]4[N:35]=[CH:34][CH:33]=[N:32]4)=[O:26])[CH2:18][CH:19]3[CH2:20]1)[CH:6]=[N:5]2. Reactants: CN(C)C=O, CC1(C)C(=O)N(Cc2ccccc2Cl)OC1Cl, Nc1ccccc1, C1CCOC1, O. As a reaction SMILES: [CH3:31][N:32]([CH3:33])[CH:34]=[O:35].[Cl:1][CH:2]1[C:3]([CH3:16])([CH3:17])[C:4](=[O:15])[N:5]([CH2:7][c:8]2[c:9]([Cl:14])[cH:10][cH:11][cH:12][cH:13]2)[O:6]1.[NH2:18][c:19]1[cH:20][cH:21][cH:22][cH:23][cH:24]1.[O:26]1[CH2:27][CH2:28][CH2:29][CH2:30]1.[OH2:25]>>[CH:2]1([NH:18][c:19]2[cH:20][cH:21][cH:22][cH:23][cH:24]2)[C:3]([CH3:16])([CH3:17])[C:4](=[O:15])[N:5]([CH2:7][c:8]2[c:9]([Cl:14])[cH:10][cH:11][cH:12][cH:13]2)[O:6]1. The product is CC1(C)C(=O)N(Cc2ccccc2Cl)OC1Nc1ccccc1. Starting materials: Br, Cl, COc1cccc2c1CCCC2N. The product is Br, NC1CCCc2c(O)cccc21. As a reaction SMILES: [BrH:15].[ClH:1].[NH2:2][CH:3]1[c:4]2[cH:5][cH:6][cH:7][c:8]([O:13][CH3:14])[c:9]2[CH2:10][CH2:11][CH2:12]1>>[BrH:15].[NH2:2][CH:3]1[c:4]2[cH:5][cH:6][cH:7][c:8]([OH:13])[c:9]2[CH2:10][CH2:11][CH2:12]1. Reactants: N1C=CC=2C1=NC=C(C2)C=O (1H-pyrrolo[2,3-b]pyridine-5-carbaldehyde), [H-].[Na+] (NaH), S(=O)(=O)(C1=CC=C(C)C=C1)Cl (TsCl). The solvent is C1CCOC1 (THF). Conditions: time 30 minute. Yields the product S(=O)(=O)(C1=CC=C(C)C=C1)N1C=CC=2C1=NC=C(C2)C=O (1-tosyl-1H-pyrrolo[2,3-b]pyridine-5-carbaldehyde). The yield is 56.5%. Reaction SMILES: [NH:1]1[C:5]2=[N:6][CH:7]=[C:8]([CH:10]=[O:11])[CH:9]=[C:4]2[CH:3]=[CH:2]1.[H-].[Na+].[S:14](Cl)([C:17]1[CH:23]=[CH:22][C:20]([CH3:21])=[CH:19][CH:18]=1)(=[O:16])=[O:15]>C1COCC1>[S:14]([N:1]1[C:5]2=[N:6][CH:7]=[C:8]([CH:10]=[O:11])[CH:9]=[C:4]2[CH:3]=[CH:2]1)([C:17]1[CH:23]=[CH:22][C:20]([CH3:21])=[CH:19][CH:18]=1)(=[O:16])=[O:15] |f:1.2|. Reported procedure: step2: To a solution of 1H-pyrrolo[2,3-b]pyridine-5-carbaldehyde (500 mg, 3.42 mmol) in THF (50 mL) at 0° C. was added NaH (205 mg, 60% in oil, 5.13 mmol) with vigorous stirring. After 30 min, TsCl (845 mg, 4.45 mmol) was added. The reaction mixture was stirred at RT for 18 h, and then the solvent was removed in vacuo. The residue was partitioned between DCM (300 mL) and water (100 mL). The organic layer was separated, dried (MgSO4), filtered, and concentrated to afford 580 mg (56%) of 1-tosyl-1... Starting materials: NaHO2, [Cl-].[N+](=O)([O-])C=1C=C(C=CC1)[N+]#N (m-nitro-benzene-diazonium chloride), CuCl2.2H2O, ClC(C#N)=C (α-chloro-acrylonitrile), amine hydrochloride, [N+](=O)([O-])C=1C=C(N)C=CC1 (m-nitro-aniline), Cl (HCl). The solvent is O (H2O), CC(=O)C (acetone), O (water), C(C)(=O)O (acetic acid). Run at temperature 0 celsius, time 6 hour. The product is ClC(C#N)(CC1=CC(=CC=C1)[N+](=O)[O-])Cl (α,α-dichloro-β-(3-nitrophenyl)propionitrile). Yield: 88.0%. RXN SMILES: [N+:1]([C:4]1[CH:5]=[C:6]([CH:8]=[CH:9][CH:10]=1)N)([O-:3])=[O:2].[ClH:11].[Cl-].[N+](C1C=C([N+]#N)C=CC=1)([O-])=O.[Cl:24][C:25](=[CH2:28])[C:26]#[N:27]>O.CC(C)=O.C(O)(=O)C>[Cl:24][C:25]([Cl:11])([CH2:28][C:6]1[CH:8]=[CH:9][CH:10]=[C:4]([N+:1]([O-:3])=[O:2])[CH:5]=1)[C:26]#[N:27] |f:2.3|. Procedure: 138 g (1 mole) of m-nitro-aniline are slowly added in a 2-liter reactor to a mixture of 300 ml of concentrated HCl, 150 ml of water and 150 ml of acetic acid. The mixture is heated until the amine hydrochloride dissolves, whereafter the mixture is cooled to 0° C. with vigorous agitation. With the temperature remaining between 0° and 3° C., 70 g of NaHO2 dissolved in 150 ml of H2O are added.. The m-nitro-benzene-diazonium chloride solution is added simultaneously with an aqueous solution of 25 g ... Reactants: ClC(Cl)Cl, ClCCl, Nc1ncc(Sc2cccnc2)s1, O=C(OO)c1cccc(Cl)c1. Product: Nc1ncc(S(=O)c2cccnc2)s1. RXN SMILES: [CH:28]([Cl:29])([Cl:30])[Cl:31].[Cl:25][CH2:26][Cl:27].[NH2:1][c:2]1[s:3][c:4]([S:7][c:8]2[cH:9][n:10][cH:11][cH:12][cH:13]2)[cH:5][n:6]1.[OH:14][O:15][C:16]([c:17]1[cH:18][c:19]([Cl:20])[cH:21][cH:22][cH:23]1)=[O:24]>>[NH2:1][c:2]1[s:3][c:4]([S:7]([c:8]2[cH:9][n:10][cH:11][cH:12][cH:13]2)=[O:14])[cH:5][n:6]1.